From a dataset of the Open Reaction Database (ORD), a public repository of structured organic reaction records. describe an organic reaction: reactants, conditions, products, and yield Product: COc1ccc(CNCCc2ccccn2)c2cc(C(=O)NCCCc3ccccc3)oc12. The reactants are COc1ccc(C=O)c2cc(C(=O)NCCCc3ccccc3)oc12, NCCc1ccccn1. RXN SMILES: [c:1]1([CH2:7][CH2:8][CH2:9][NH:10][C:11](=[O:12])[c:13]2[o:14][c:15]3[c:16]([cH:17]2)[c:18]([CH:24]=[O:25])[cH:19][cH:20][c:21]3[O:22][CH3:23])[cH:2][cH:3][cH:4][cH:5][cH:6]1.[n:26]1[c:27]([CH2:32][CH2:33][NH2:34])[cH:28][cH:29][cH:30][cH:31]1>>[c:1]1([CH2:7][CH2:8][CH2:9][NH:10][C:11](=[O:12])[c:13]2[o:14][c:15]3[c:16]([cH:17]2)[c:18]([CH2:24][NH:34][CH2:33][CH2:32][c:27]2[n:26][cH:31][cH:30][cH:29][cH:28]2)[cH:19][cH:20][c:21]3[O:22][CH3:23])[cH:2][cH:3][cH:4][cH:5][cH:6]1.